From a dataset of the Open Reaction Database (ORD), a public repository of structured organic reaction records. describe an organic reaction: reactants, conditions, products, and yield The reactants are BrB(Br)Br, O=C([O-])O, COc1ccc(C(=O)N2CCOc3cnccc32)cc1Cl, ClCCl, Cl, [Na+]. The product is O=C(c1ccc(O)c(Cl)c1)N1CCOc2cnccc21. As a reaction SMILES: [B:22]([Br:23])([Br:24])[Br:25].[C:26](=[O:27])([O-:28])[OH:29].[Cl:1][c:2]1[cH:3][c:4]([C:10](=[O:11])[N:12]2[c:13]3[c:14]([cH:18][n:19][cH:20][cH:21]3)[O:15][CH2:16][CH2:17]2)[cH:5][cH:6][c:7]1[O:8][CH3:9].[Cl:32][CH2:33][Cl:34].[ClH:31].[Na+:30]>>[Cl:1][c:2]1[cH:3][c:4]([C:10](=[O:11])[N:12]2[c:13]3[c:14]([cH:18][n:19][cH:20][cH:21]3)[O:15][CH2:16][CH2:17]2)[cH:5][cH:6][c:7]1[OH:8]. The reactants are CN(C1=NC=C(C=N1)C=1C=C(C=CC1)NC1=C(C=C(C=C1)N1C=CC=C1)[N+](=O)[O-])C (N-(3-(2-(Dimethylamino)pyrimid-5-yl)phenyl)-2-nitro-4-(1-pyrrolyl)aniline), [H][H] (hydrogen). Reagents/catalysts: [Pd] (palladium). Run in C(C)O (ethanol). Yields the product CN(C1=NC=C(C=N1)C=1C=C(C=CC1)NC1=C(C=C(C=C1)N1C=CC=C1)N)C (N-(3-(2-(Dimethylamino)pyrimid-5-yl)phenyl)-2-amino-4-(1-pyrrolyl)aniline). As a reaction SMILES: [CH3:1][N:2]([CH3:30])[C:3]1[N:8]=[CH:7][C:6]([C:9]2[CH:10]=[C:11]([NH:15][C:16]3[CH:21]=[CH:20][C:19]([N:22]4[CH:26]=[CH:25][CH:24]=[CH:23]4)=[CH:18][C:17]=3[N+:27]([O-])=O)[CH:12]=[CH:13][CH:14]=2)=[CH:5][N:4]=1.[H][H]>[Pd].C(O)C>[CH3:1][N:2]([CH3:30])[C:3]1[N:8]=[CH:7][C:6]([C:9]2[CH:10]=[C:11]([NH:15][C:16]3[CH:21]=[CH:20][C:19]([N:22]4[CH:26]=[CH:25][CH:24]=[CH:23]4)=[CH:18][C:17]=3[NH2:27])[CH:12]=[CH:13][CH:14]=2)=[CH:5][N:4]=1. Reported procedure: To a suspension of 3f (0.2g, 0.5mmol) in abs. ethanol is added palladium catalyst (5% Pd on activated carbon) and the mixture is hydrogenated at ambient pressure until the hydrogen uptake has ceased. The mixture is filtered through celite and the filtrate is concentrated under reduced pressure. This crude product is used directly for the next step. See Example 11. Starting materials: COC(=O)c1cccc(CCc2nc(-c3ccccc3C)[nH]c2C(=O)NC23CC4CC(CC(C4)C2)C3)c1, CCO, Cl, [Na+], [OH-], O. The product is Cc1ccccc1-c1nc(CCc2cccc(C(=O)O)c2)c(C(=O)NC23CC4CC(CC(C4)C2)C3)[nH]1. RXN SMILES: [CH3:1][O:2][C:3]([c:4]1[cH:5][c:6]([CH2:10][CH2:11][c:12]2[n:13][c:14](-[c:30]3[c:31]([CH3:36])[cH:32][cH:33][cH:34][cH:35]3)[nH:15][c:16]2[C:17]([NH:18][C:19]23[CH2:20][CH:21]4[CH2:22][CH:23]([CH2:24][CH:25]([CH2:26]2)[CH2:27]4)[CH2:28]3)=[O:29])[cH:7][cH:8][cH:9]1)=[O:37].[CH3:41][CH2:42][OH:43].[ClH:40].[Na+:39].[OH-:38].[OH2:44]>>[O:2]=[C:3]([c:4]1[cH:5][c:6]([CH2:10][CH2:11][c:12]2[n:13][c:14](-[c:30]3[c:31]([CH3:36])[cH:32][cH:33][cH:34][cH:35]3)[nH:15][c:16]2[C:17]([NH:18][C:19]23[CH2:20][CH:21]4[CH2:22][CH:23]([CH2:24][CH:25]([CH2:26]2)[CH2:27]4)[CH2:28]3)=[O:29])[cH:7][cH:8][cH:9]1)[OH:37]. Reactants: FC(F)(F)CCI, CS(=O)(=O)c1cc(F)c2c(c1)OC(CN)CO2. Yields the product CS(=O)(=O)c1cc(F)c2c(c1)OC(CNCCC(F)(F)F)CO2. RXN SMILES: [F:18][C:19]([CH2:20][CH2:21][I:22])([F:23])[F:24].[F:1][c:2]1[cH:3][c:4]([S:14](=[O:15])(=[O:16])[CH3:17])[cH:5][c:6]2[c:11]1[O:10][CH2:9][CH:8]([CH2:12][NH2:13])[O:7]2>>[F:1][c:2]1[cH:3][c:4]([S:14](=[O:15])(=[O:16])[CH3:17])[cH:5][c:6]2[c:11]1[O:10][CH2:9][CH:8]([CH2:12][NH:13][CH2:21][CH2:20][C:19]([F:18])([F:23])[F:24])[O:7]2.